From a dataset of the Open Reaction Database (ORD), a public repository of structured organic reaction records. describe an organic reaction: reactants, conditions, products, and yield Reactants: C(#CC)[Mg]Br (1-Propynylmagnesium bromide), O=C1N(CCN(C1)C(=O)OCC1=CC=CC=C1)C(=O)OC(C)(C)C (4-benzyl 1-tert-butyl 2-oxo-1,4-piperazinedicarboxylate), [NH4+].[Cl-] (NH4Cl). Solvent: C1CCOC1 (THF). Run at temperature 0 celsius, time 2 hour. The product is C(C)(C)(C)OC(=O)NCCN(C(OCC1=CC=CC=C1)=O)CC(C#CC)=O (benzyl (2-((tert-butoxycarbonyl)amino)ethyl)(2-oxo-3-pentyn-1-yl)carbamate). The yield is 98.1%. Reaction SMILES: [O:1]=[C:2]1[CH2:7][N:6]([C:8]([O:10][CH2:11][C:12]2[CH:17]=[CH:16][CH:15]=[CH:14][CH:13]=2)=[O:9])[CH2:5][CH2:4][N:3]1[C:18]([O:20][C:21]([CH3:24])([CH3:23])[CH3:22])=[O:19].[C:25]([Mg]Br)#[C:26][CH3:27].[NH4+].[Cl-]>C1COCC1>[C:21]([O:20][C:18]([NH:3][CH2:4][CH2:5][N:6]([CH2:7][C:2](=[O:1])[C:25]#[C:26][CH3:27])[C:8](=[O:9])[O:10][CH2:11][C:12]1[CH:17]=[CH:16][CH:15]=[CH:14][CH:13]=1)=[O:19])([CH3:24])([CH3:23])[CH3:22] |f:2.3|. Reported procedure: A 150-mL round-bottomed flask was charged with 4-benzyl 1-tert-butyl 2-oxo-1,4-piperazinedicarboxylate (1.41 g, 4.22 mmol) and THF (5 mL). 1-Propynylmagnesium bromide (0.5 M in THF, 20.0 mL, 10.0 mmol, Sigma-Aldrich, St. Louis, Mo.) was added at 0° C. slowly. The mixture was stirred at 0° C. for 2 h. Saturated aqueous NH4Cl (40 mL) was added and the aqueous phase was extracted with EtOAc (200 mL, then 2×100 mL). The combined organic phases were dried over sodium sulfate, filtered and concentrate... Reactants: ClC1=NC=C(C(=N1)N[C@H]1[C@H]([C@@H]2C=C[C@H]1C2)C(=O)N)Cl ((1S,2S,3R,4R)-3-(2,5-Dichloro-pyrimidin-4-ylamino)-bicyclo[2.2.1]hept-5-ene-2-carboxylic acid amide), NC=1C=CC2=C(C(C[C@H](CC2)NC(C)=O)=O)C1OC (N-((S)-2-Amino-1-methoxy-9-oxo-6,7,8,9-tetrahydro-5H-benzocyclohepten-7-yl)-acetamide). Procedure details: (1S,2S,3R,4R)-3-(2,5-Dichloro-pyrimidin-4-ylamino)-bicyclo[2.2.1]hept-5-ene-2-carboxylic acid amide was reacted with N-((S)-2-Amino-1-methoxy-9-oxo-6,7,8,9-tetrahydro-5H-benzocyclohepten-7-yl)-acetamide; hydrochloride, in a similar manner as Example 601b, to yield desired product (1S,2S,3R,4R)-3-[2-((S)-7-Acetylamino-1-methoxy-9-oxo-6,7,8,9-tetrahydro-5H-benzocyclohepten-2-ylamino)-5-chloro-pyrimidin-4-ylamino]-bicyclo[2.2.1]hept-5-ene-2-carboxylic acid amide as a lyophylate (28%); 1H NMR (400 M... RXN SMILES: [Cl:1][C:2]1[N:7]=[C:6]([NH:8][C@@H:9]2[C@@H:14]3[CH2:15][C@@H:11]([CH:12]=[CH:13]3)[C@@H:10]2[C:16]([NH2:18])=[O:17])[C:5]([Cl:19])=[CH:4][N:3]=1.[NH2:20][C:21]1[CH:22]=[CH:23][C:24]2[CH2:30][CH2:29][C@H:28]([NH:31][C:32](=[O:34])[CH3:33])[CH2:27][C:26](=[O:35])[C:25]=2[C:36]=1[O:37][CH3:38]>>[ClH:1].[C:32]([NH:31][C@@H:28]1[CH2:27][C:26](=[O:35])[C:25]2[C:36]([O:37][CH3:38])=[C:21]([NH:20][C:2]3[N:7]=[C:6]([NH:8][C@@H:9]4[C@@H:14]5[CH2:15][C@@H:11]([CH:12]=[CH:13]5)[C@@H:10]4[C:16]([NH2:18])=[O:17])[C:5]([Cl:19])=[CH:4][N:3]=3)[CH:22]=[CH:23][C:24]=2[CH2:30][CH2:29]1)(=[O:34])[CH3:33]. Yields the product Cl (hydrochloride), C(C)(=O)N[C@H]1CCC2=C(C(C1)=O)C(=C(C=C2)NC2=NC=C(C(=N2)N[C@H]2[C@H]([C@@H]1C=C[C@H]2C1)C(=O)N)Cl)OC ((1S,2S,3R,4R)-3-[2-((S)-7-Acetylamino-1-methoxy-9-oxo-6,7,8,9-tetrahydro-5H-benzocyclohepten-2-ylamino)-5-chloro-pyrimidin-4-ylamino]-bicyclo[2.2.1]hept-5-ene-2-carboxylic acid amide).